Dataset: the Open Reaction Database (ORD), a public repository of structured organic reaction records. Task: describe an organic reaction: reactants, conditions, products, and yield Starting materials: O=S(=O)(c1cccs1)N1CCN(c2ccc(C(O)(C(F)(F)F)C(F)(F)F)cc2Br)CC1, C#CCO, CCNCC, I[Cu]I, CN(C)C=O, Cl[Pd]Cl, c1ccc(P(c2ccccc2)c2ccccc2)cc1, c1ccc(P(c2ccccc2)c2ccccc2)cc1, c1ccc(P(c2ccccc2)c2ccccc2)cc1. The product is O=S(=O)(c1cccs1)N1CCN(c2ccc(C(O)(C(F)(F)F)C(F)(F)F)cc2C#CCO)CC1. As a reaction SMILES: [Br:1][c:2]1[cH:3][c:4]([C:22]([C:23]([F:24])([F:25])[F:26])([C:27]([F:28])([F:29])[F:30])[OH:31])[cH:5][cH:6][c:7]1[N:8]1[CH2:9][CH2:10][N:11]([S:14](=[O:15])(=[O:16])[c:17]2[s:18][cH:19][cH:20][cH:21]2)[CH2:12][CH2:13]1.[CH2:32]([C:33]#[CH:34])[OH:35].[CH2:36]([NH:37][CH2:38][CH3:39])[CH3:40].[Cu:106]([I:107])[I:108].[O:60]=[CH:61][N:62]([CH3:63])[CH3:64].[Pd:65]([Cl:66])[Cl:67].[c:41]1([P:42]([c:43]2[cH:44][cH:45][cH:46][cH:47][cH:48]2)[c:49]2[cH:50][cH:51][cH:52][cH:53][cH:54]2)[cH:55][cH:56][cH:57][cH:58][cH:59]1.[c:68]1([P:69]([c:70]2[cH:71][cH:72][cH:73][cH:74][cH:75]2)[c:76]2[cH:77][cH:78][cH:79][cH:80][cH:81]2)[cH:82][cH:83][cH:84][cH:85][cH:86]1.[c:87]1([P:88]([c:89]2[cH:90][cH:91][cH:92][cH:93][cH:94]2)[c:95]2[cH:96][cH:97][cH:98][cH:99][cH:100]2)[cH:101][cH:102][cH:103][cH:104][cH:105]1>>[c:2]1([C:34]#[C:33][CH2:32][OH:35])[cH:3][c:4]([C:22]([C:23]([F:24])([F:25])[F:26])([C:27]([F:28])([F:29])[F:30])[OH:31])[cH:5][cH:6][c:7]1[N:8]1[CH2:9][CH2:10][N:11]([S:14](=[O:15])(=[O:16])[c:17]2[s:18][cH:19][cH:20][cH:21]2)[CH2:12][CH2:13]1. Starting materials: S(=O)(Cl)Cl (Thionyl chloride), CC1=C(N=C(O1)C1=CC=CC=C1)COC=1C=C(CO)C=CC1 (3-(5-methyl-2-phenyl-4-oxazolylmethoxy)benzylalcohol), C1(=CC=CC=C1)C (toluene). Run in O (water). Conditions: time 1 hour. Product: ClCC=1C=C(OCC=2N=C(OC2C)C2=CC=CC=C2)C=CC1 (4-(3-chloromethylphenoxymethyl)-5-methyl-2-phenyloxazole). The yield is 84.0%. As a reaction SMILES: S(Cl)([Cl:3])=O.[CH3:5][C:6]1[O:10][C:9]([C:11]2[CH:16]=[CH:15][CH:14]=[CH:13][CH:12]=2)=[N:8][C:7]=1[CH2:17][O:18][C:19]1[CH:20]=[C:21]([CH:24]=[CH:25][CH:26]=1)[CH2:22]O.C1(C)C=CC=CC=1>O>[Cl:3][CH2:22][C:21]1[CH:20]=[C:19]([CH:26]=[CH:25][CH:24]=1)[O:18][CH2:17][C:7]1[N:8]=[C:9]([C:11]2[CH:16]=[CH:15][CH:14]=[CH:13][CH:12]=2)[O:10][C:6]=1[CH3:5]. Procedure details: Thionyl chloride (4.45 ml) was added dropwise to a mixture of 3-(5-methyl-2-phenyl-4-oxazolylmethoxy)benzylalcohol (15.0 g) and toluene (200 ml) at 0° C. After stirring at room temperature for 1 hour, water was added to the reaction mixture and extracted with ethyl acetate. The ethyl acetate layer was washed with an aqueous saturated solution of sodium chloride, dried (MgSO4) and concentrated. The remaining crystals were recrystallized from ethyl acetate-hexane to obtain 4-(3-chloromethylphenoxy... The reactants are ClCC=1C(=NOC1C)C (4-chloromethyl-3,5-dimethylisoxazole), C(C)(C)(C)OC(=O)N1CCNCC1 (tert-butyl-1-piperazine carboxylate), CCN(C(C)C)C(C)C (iPr2NEt). Run in C(Cl)Cl (CH2Cl2). Conditions: temperature 35 celsius, time 8 hour. Yields the product CC1=NOC(=C1CN1CCN(CC1)C(=O)OC(C)(C)C)C (tert-Butyl 4-((3,5-dimethylisoxazol-4-yl)methyl)piperazine-1-carboxylate). The yield is 54.5%. Reaction SMILES: Cl[CH2:2][C:3]1[C:4]([CH3:9])=[N:5][O:6][C:7]=1[CH3:8].[C:10]([O:14][C:15]([N:17]1[CH2:22][CH2:21][NH:20][CH2:19][CH2:18]1)=[O:16])([CH3:13])([CH3:12])[CH3:11].CCN(C(C)C)C(C)C>C(Cl)Cl>[CH3:9][C:4]1[C:3]([CH2:2][N:20]2[CH2:19][CH2:18][N:17]([C:15]([O:14][C:10]([CH3:13])([CH3:12])[CH3:11])=[O:16])[CH2:22][CH2:21]2)=[C:7]([CH3:8])[O:6][N:5]=1. Procedure details: A solution of 4-chloromethyl-3,5-dimethylisoxazole (100 mg, 0.69 mmol) in CH2Cl2 (4 mL) was treated with tert-butyl-1-piperazine carboxylate (2.5 eq, 1.71 mmol, 320 mg) and iPr2NEt (3.0 eq, 2.06 mmol, 0.36 mL) and stirred at 35° C. for 8 h. Concentration in vacuo and preparative tlc purification (EtOAc) gave the desired product (111 mg, 55%) as a colourless solid; δH (500 MHz, DMSO-d6) 1.39 (s, 9H, C(CH3)3), 2.17 (s, 3H, CH3), 2.28 (t, J=4.5 Hz, 4H, piperazine N(CH2)2), 2.31 (s, 3H, CH3), 3.23 (... Conditions: time 10 minute. The reactants are C[O-].[Na+] (sodium methoxide), C[O-].[Na+] (sodium methoxide), FC1=CC=C(C=C1)[N+](=O)[O-] (1-fluoro-4-nitrobenzene), SC=1N(C=CN1)CC1=CC=CC=C1 (2-mercapto-1-phenylmethylimidazole). Run in C(C)O (ethanol). Yields the product [N+](=O)([O-])C1=CC=C(C=C1)SC=1N(C=CN1)CC1=CC=CC=C1 (2-[(4-Nitrophenyl)thio]-1-(phenylmethyl)-1H-imidazole). Reported procedure: A mixture of 0.85 g (15.8 mmoles) of sodium methoxide and 15 ml of ethanol was refluxed for 5 minutes and then cooled to room temperature. To this solution was added 1.5 g (7.9 mmoles) of 2-mercapto-1-phenylmethylimidazole. After stirring for 10 minutes, 1.1 g (7.9 mmoles) of 1-fluoro-4-nitrobenzene was added and the mixture refluxed for 4 hours. An additional 0.85 g of sodium methoxide was added and the mixture refluxed for 9 hours. The mixture was filtered and the filtrate cooled and the resul... RXN SMILES: C[O-].[Na+].[SH:4][C:5]1[N:6]([CH2:10][C:11]2[CH:16]=[CH:15][CH:14]=[CH:13][CH:12]=2)[CH:7]=[CH:8][N:9]=1.F[C:18]1[CH:23]=[CH:22][C:21]([N+:24]([O-:26])=[O:25])=[CH:20][CH:19]=1>C(O)C>[N+:24]([C:21]1[CH:22]=[CH:23][C:18]([S:4][C:5]2[N:6]([CH2:10][C:11]3[CH:12]=[CH:13][CH:14]=[CH:15][CH:16]=3)[CH:7]=[CH:8][N:9]=2)=[CH:19][CH:20]=1)([O-:26])=[O:25] |f:0.1|. Reactants: ClCCl, COCC1(C)CCc2c(C)c([N+](=O)[O-])c(C)c(C)c2O1, O. The product is Cc1c(C)c([N+](=O)[O-])c(C)c2c1OC(C)(CO)CC2. RXN SMILES: [CH2:22]([Cl:23])[Cl:24].[N+:1](=[O:2])([O-:3])[c:4]1[c:5]([CH3:20])[c:6]2[c:11]([c:12]([CH3:15])[c:13]1[CH3:14])[O:10][C:9]([CH3:16])([CH2:17][O:18][CH3:19])[CH2:8][CH2:7]2.[OH2:21]>>[N+:1](=[O:2])([O-:3])[c:4]1[c:5]([CH3:20])[c:6]2[c:11]([c:12]([CH3:15])[c:13]1[CH3:14])[O:10][C:9]([CH3:16])([CH2:17][OH:18])[CH2:8][CH2:7]2. Reactants: C(C)(C)(C)SC1=NC=CC=C1CCl (2-t-Butylsulfanyl-3-chloromethyl-pyridine), C(C)OC(CCC1=CC(=C(C(=C1)F)O)F)=O (3-(3,5-difluoro-4-hydroxy-phenyl)-propionic acid ethyl ester). Product: C(C)OC(CCC1=CC(=C(C(=C1)F)OCC=1C(=NC=CC1)SC(C)(C)C)F)=O (3-[4-(2-t-butylsulfanyl-pyridin-3-ylmethoxy)-3,5-difluoro-phenyl]-propionic acid ethyl ester). Isolated yield 86.0%. Reaction SMILES: [C:1]([S:5][C:6]1[C:11]([CH2:12]Cl)=[CH:10][CH:9]=[CH:8][N:7]=1)([CH3:4])([CH3:3])[CH3:2].[CH2:14]([O:16][C:17](=[O:29])[CH2:18][CH2:19][C:20]1[CH:25]=[C:24]([F:26])[C:23]([OH:27])=[C:22]([F:28])[CH:21]=1)[CH3:15]>>[CH2:14]([O:16][C:17](=[O:29])[CH2:18][CH2:19][C:20]1[CH:25]=[C:24]([F:26])[C:23]([O:27][CH2:12][C:11]2[C:6]([S:5][C:1]([CH3:4])([CH3:3])[CH3:2])=[N:7][CH:8]=[CH:9][CH:10]=2)=[C:22]([F:28])[CH:21]=1)[CH3:15]. Procedure details: 2-t-Butylsulfanyl-3-chloromethyl-pyridine (0.08 g, 0.37 mmol) obtained in Step C of Preparation Example 17 and 3-(3,5-difluoro-4-hydroxy-phenyl)-propionic acid ethyl ester obtained in Step D of Preparation Example 2 were used to react in the same manner as in Step A of Example 1 to obtain the title compound (0.13 g, 86%). Starting materials: O[C@@H](CC(=O)OCC)C (ethyl (3R)-3-hydroxybutyrate), C(C)(C)NC(C)C (diisopropylamine), BrCCCCCCCC (1-bromooctane), solution, C(CCC)[Li] (butyllithium). The solvent is C(Cl)(Cl)Cl (chloroform), O (water), O1CCCC1 (tetrahydrofuran), O1CCCC1 (tetrahydrofuran), CN(P(N(C)C)(N(C)C)=O)C (hexamethylphosphoric acid triamide), CCCCCC (hexane). Reaction conditions: time 30 minute. Yields the product O[C@@H]([C@@H](C(=O)OCC)CCCCCCCC)C (ethyl (2S,3R)-3-hydroxy-2-octylbutyrate). Isolated yield 58.5%. As a reaction SMILES: C(NC(C)C)(C)C.C([Li])CCC.[OH:13][C@H:14]([CH3:21])[CH2:15][C:16]([O:18][CH2:19][CH3:20])=[O:17].Br[CH2:23][CH2:24][CH2:25][CH2:26][CH2:27][CH2:28][CH2:29][CH3:30]>CCCCCC.O1CCCC1.CN(C)P(=O)(N(C)C)N(C)C.C(Cl)(Cl)Cl.O>[OH:13][C@H:14]([CH3:21])[C@H:15]([CH2:23][CH2:24][CH2:25][CH2:26][CH2:27][CH2:28][CH2:29][CH3:30])[C:16]([O:18][CH2:19][CH3:20])=[O:17]. Reported procedure: A mixture of 83.5 g of diisopropylamine and 400 ml of tetrahydrofuran was treated dropwise at -20° C. within 30 minutes with 500 ml of a 1.6M solution of butyllithium (0.800 mol) in hexane. The mixture was stirred at -20° C. to -50° C. for a further 30 minutes. Subsequently, the mixture was treated dropwise at -50° C. within 30 minutes with a solution of 50 g (0.378 mol) of ethyl (3R)-3-hydroxybutyrate in 250 ml of tetrahydrofuran and stirred at -30° C. for a further 30 minutes. Thereafter, the ... The reactants are OC1=C(C=O)C=C(C=N1)C(F)(F)F (2-hydroxy-5-(trifluoromethyl)nicotinaldehyde), C(=O)[O-].[Na+] (sodium formate), Cl.NO (hydroxylamine hydrochloride). The solvent is C(=O)O (formic acid). Run at time 2 hour. Product: OC1=C(C#N)C=C(C=N1)C(F)(F)F (2-Hydroxy-5-(trifluoromethyl)nicotinonitrile). The yield is 90.0%. RXN SMILES: [OH:1][C:2]1[N:9]=[CH:8][C:7]([C:10]([F:13])([F:12])[F:11])=[CH:6][C:3]=1[CH:4]=O.C([O-])=O.[Na+].Cl.[NH2:19]O>C(O)=O>[OH:1][C:2]1[N:9]=[CH:8][C:7]([C:10]([F:13])([F:12])[F:11])=[CH:6][C:3]=1[C:4]#[N:19] |f:1.2,3.4|. Procedure: A mixture of 2-hydroxy-5-(trifluoromethyl)nicotinaldehyde (3.80 g, 17.9 mmol) (approx. 90% purity), sodium formate (1.46 g, 20.8 mmol), hydroxylamine hydrochloride (1.47 g, 20.8 mmol) in formic acid (36.6 mL) was stirred at room temperature for 2 h (cloudy brown solution) and then heated to reflux overnight (first clear brown solution, then cloudy again). After being cooled to room temperature, the reaction mixture was quenched with water and extracted with EtOAc three times. The combined organi...